From a dataset of the Open Reaction Database (ORD), a public repository of structured organic reaction records. describe an organic reaction: reactants, conditions, products, and yield Reactants: CN1C2=C(C=3C=CC(=CC13)N1C(CN(CC1)CCC1=CC=CC=C1)=O)CN(CC2)C(=O)OC(C)(C)C (tert-Butyl 5-methyl-7-(2-oxo-4-phenethylpiperazin-1-yl)-3,4-dihydro-1H-pyrido[4,3-b]indole-2(5H)-carboxylate), C1(=C(C(=C(C(=C1F)F)F)N)F)N.Cl.Cl (dihydrochloride). Yields the product Cl.Cl.CN1C2=C(C=3C=CC(=CC13)N1C(CN(CC1)CCC1=CC=CC=C1)=O)CNCC2 (1-(5-Methyl-2,3,4,5-tetrahydro-1H-pyrido[4,3-b]indol-7-yl)-4-phenethylpiperazin-2-one dihydrochloride). Isolated yield 94.0%. Reaction SMILES: [CH3:1][N:2]1[C:10]2[CH:9]=[C:8]([N:11]3[CH2:16][CH2:15][N:14]([CH2:17][CH2:18][C:19]4[CH:24]=[CH:23][CH:22]=[CH:21][CH:20]=4)[CH2:13][C:12]3=[O:25])[CH:7]=[CH:6][C:5]=2[C:4]2[CH2:26][N:27](C(OC(C)(C)C)=O)[CH2:28][CH2:29][C:3]1=2.C1(N)C(F)=C(F)C(F)=C(N)C=1F.[ClH:49].Cl>>[ClH:49].[ClH:49].[CH3:1][N:2]1[C:10]2[CH:9]=[C:8]([N:11]3[CH2:16][CH2:15][N:14]([CH2:17][CH2:18][C:19]4[CH:24]=[CH:23][CH:22]=[CH:21][CH:20]=4)[CH2:13][C:12]3=[O:25])[CH:7]=[CH:6][C:5]=2[C:4]2[CH2:26][NH:27][CH2:28][CH2:29][C:3]1=2 |f:1.2.3,4.5.6|. Procedure: tert-Butyl 5-methyl-7-(2-oxo-4-phenethylpiperazin-1-yl)-3,4-dihydro-1H-pyrido[4,3-b]indole-2(5H)-carboxylate (180 mg, 0.368 mmol) was deprotected and converted to the dihydrochloride salt according to Example 2 (step g) to provide the title compound (134 mg, 94%) as an off-white solid: 1H NMR (500 MHz, CD3OD) δ 7.59 (d, J=8.3 Hz, 1H), 7.46 (d, J=1.5 Hz, 1H), 7.40-7.33 (m, 4H), 7.32-7.28 (m, 1H), 7.08-7.07 (dd, J=8.3, 1.7 Hz, 1H), 4.45 (s, 2H), 4.28-4.16 (m, 2H), 4.16-4.01 (m, 2H), 3.95-3.76 (m, ...